This data is from the Open Reaction Database (ORD), a public repository of structured organic reaction records. The task is: describe an organic reaction: reactants, conditions, products, and yield Reactants: ClC=1C=C(N)C=C(C1)Cl (3,5-dichloroaniline), C(C)C(C(=O)[O-])=O (ethylglyoxalate), C1(=CC=C(C=CC)C=C1)OC (anethole), FC(C(=O)O)(F)F (trifluoroacetic acid). The solvent is C(C)#N (acetonitrile). Product: C(C)OC(=O)C1NC2=CC(=CC(=C2C(C1C)C1=CC=C(C=C1)OC)Cl)Cl (5,7-dichloro-4-(4-methoxyphenyl)-3-methyl-1,2,3,4-tetrahydroquinoline-2-carboxylic Acid Ethyl Ester). Reaction SMILES: [Cl:1][C:2]1[CH:3]=[C:4]([CH:6]=[C:7]([Cl:9])[CH:8]=1)[NH2:5].[CH2:10](C(=O)C([O-])=O)[CH3:11].[C:17]1([O:26][CH3:27])[CH:25]=[CH:24][C:20]([CH:21]=[CH:22][CH3:23])=[CH:19][CH:18]=1.F[C:29](F)(F)[C:30]([OH:32])=[O:31]>C(#N)C>[CH2:10]([O:32][C:30]([CH:29]1[CH:22]([CH3:23])[CH:21]([C:20]2[CH:24]=[CH:25][C:17]([O:26][CH3:27])=[CH:18][CH:19]=2)[C:3]2[C:4](=[CH:6][C:7]([Cl:9])=[CH:8][C:2]=2[Cl:1])[NH:5]1)=[O:31])[CH3:11]. Reported procedure: Compound 45 was prepared by the basic process from 5.0 mmol 3,5-dichloroaniline, 5.5 mmol ethylglyoxalate solution (50% toluene), 15.0 mmol anethole and 5.0 mmol trifluoroacetic acid in 30.0 ml acetonitrile. Starting materials: ClCCCl, O=CN(CC(CC1CCCC1)C(=O)O)OCc1ccccc1, Cc1nc(NN)c(F)c(N2CCCC2)n1, CN(C)C=O, On1nnc2cccnc21. The product is Cc1nc(NNC(=O)C(CC2CCCC2)CN(C=O)OCc2ccccc2)c(F)c(N2CCCC2)n1. RXN SMILES: [CH2:48]([Cl:49])[CH2:50][Cl:51].[CH:16]1([CH2:21][CH:22]([C:23](=[O:24])[OH:25])[CH2:26][N:27]([O:28][CH2:29][c:30]2[cH:31][cH:32][cH:33][cH:34][cH:35]2)[CH:36]=[O:37])[CH2:17][CH2:18][CH2:19][CH2:20]1.[F:1][c:2]1[c:3]([NH:14][NH2:15])[n:4][c:5]([CH3:13])[n:6][c:7]1[N:8]1[CH2:9][CH2:10][CH2:11][CH2:12]1.[O:52]=[CH:53][N:54]([CH3:55])[CH3:56].[OH:38][n:39]1[c:40]2[n:41][cH:42][cH:43][cH:44][c:45]2[n:46][n:47]1>>[F:1][c:2]1[c:3]([NH:14][NH:15][C:23]([CH:22]([CH2:21][CH:16]2[CH2:17][CH2:18][CH2:19][CH2:20]2)[CH2:26][N:27]([O:28][CH2:29][c:30]2[cH:31][cH:32][cH:33][cH:34][cH:35]2)[CH:36]=[O:37])=[O:24])[n:4][c:5]([CH3:13])[n:6][c:7]1[N:8]1[CH2:9][CH2:10][CH2:11][CH2:12]1. As a reaction SMILES: [CH3:1][O:2][C:3]1[CH:24]=[C:23]([O:25][CH3:26])[CH:22]=[CH:21][C:4]=1[CH2:5][N:6]1[C@H:9]([CH:10]=O)[C@H:8]([NH:12][C:13]([O:15][C:16]([CH3:19])([CH3:18])[CH3:17])=[O:14])[C:7]1=[O:20].[C:27]([CH:30]=P(C1C=CC=CC=1)(C1C=CC=CC=1)C1C=CC=CC=1)(=[O:29])[NH2:28]>C(Cl)Cl>[CH3:1][O:2][C:3]1[CH:24]=[C:23]([O:25][CH3:26])[CH:22]=[CH:21][C:4]=1[CH2:5][N:6]1[C@@H:9](/[CH:10]=[CH:30]/[C:27](=[O:29])[NH2:28])[C@@H:8]([NH:12][C:13]([O:15][C:16]([CH3:17])([CH3:19])[CH3:18])=[O:14])[C:7]1=[O:20]. The reactants are COC1=C(CN2C([C@H]([C@H]2C=O)NC(=O)OC(C)(C)C)=O)C=CC(=C1)OC (t-butyl (3S,4S)-1-(2,4-dimethoxybenzyl)-4-formyl-2-oxo-3-azetidinecarbamate), C(N)(=O)C=P(C1=CC=CC=C1)(C1=CC=CC=C1)C1=CC=CC=C1 (carbamoylmethylene-triphenylphosphorane). Reaction conditions: time 1 hour. Solvent: C(Cl)Cl (methylene chloride), C(Cl)Cl (methylene chloride). Isolated yield 80.7%. Procedure: 4.0 g (11 mmol) of t-butyl (3S,4S)-1-(2,4-dimethoxybenzyl)-4-formyl-2-oxo-3-azetidinecarbamate are dissolved in 300 ml of methylene chloride and the solution obtained is treated dropwise with a solution of 3.9 g (12 mmol) of carbamoylmethylene-triphenylphosphorane in 100 ml of methylene chloride. After 1 hour, the mixture is filtered and the crystals obtained are washed with methylene chloride. There are obtained 3.6 g (81%) of t-butyl (3R,4S)-1-(2,4-dimethoxybenzyl)-4-[(E)-2-carbamoylvinyl]-2-o... Product: COC1=C(CN2C([C@@H]([C@@H]2\C=C\C(N)=O)NC(=O)OC(C)(C)C)=O)C=CC(=C1)OC (t-butyl (3R,4S)-1-(2,4-dimethoxybenzyl)-4-[(E)-2-carbamoylvinyl]-2-oxo-3-azetidinecarbamate). Starting materials: C(\C=C\CCCCCCC)(=O)O ((E)-2-decenoic acid), ClC1=CC=C(C=C1)C1CCNCC1 (4-(4-chlorophenyl)piperidine). The product is C(\C=C\CCCCCCC)(=O)N1CCC(CC1)C1=CC=C(C=C1)Cl (1((E)-2-Decenoyl)-4-(4-chlorophenyl)piperidine). As a reaction SMILES: [C:1]([OH:12])(=O)/[CH:2]=[CH:3]/[CH2:4][CH2:5][CH2:6][CH2:7][CH2:8][CH2:9][CH3:10].[Cl:13][C:14]1[CH:19]=[CH:18][C:17]([CH:20]2[CH2:25][CH2:24][NH:23][CH2:22][CH2:21]2)=[CH:16][CH:15]=1>>[C:1]([N:23]1[CH2:24][CH2:25][CH:20]([C:17]2[CH:16]=[CH:15][C:14]([Cl:13])=[CH:19][CH:18]=2)[CH2:21][CH2:22]1)(=[O:12])/[CH:2]=[CH:3]/[CH2:4][CH2:5][CH2:6][CH2:7][CH2:8][CH2:9][CH3:10]. Procedure: The same procedures as in Example 2 were carried out using (E)-2-decenoic acid and 4-(4-chlorophenyl)piperidine as starting raw materials, to produce an intended compound. Reactants: O=C(n1ccnc1)n1ccnc1, CCOC(=O)CC(=O)[O-], O=C(O)c1ccc(Cl)nc1, [Mg+], C1CCOC1, O. The product is CCOC(=O)CC(=O)c1ccc(Cl)nc1. Reaction SMILES: [C:11]([n:12]1[cH:13][cH:14][n:15][cH:16]1)([n:17]1[cH:18][cH:19][n:20][cH:21]1)=[O:22].[C:24]([CH2:25][C:26]([O-:27])=[O:28])(=[O:29])[O:30][CH2:31][CH3:32].[Cl:1][c:2]1[cH:3][cH:4][c:5]([C:8](=[O:9])[OH:10])[cH:6][n:7]1.[Mg+:23].[O:34]1[CH2:35][CH2:36][CH2:37][CH2:38]1.[OH2:33]>>[Cl:1][c:2]1[cH:3][cH:4][c:5]([C:8](=[O:10])[CH2:25][C:24](=[O:29])[O:30][CH2:31][CH3:32])[cH:6][n:7]1. Reactants: C1CCNCC1, CC(=O)O, O=Cc1ccccc1Cl, CCCC(=O)CC(=O)OCC, c1ccccc1. Yields the product CCCC(=O)C(=Cc1ccccc1Cl)C(=O)OCC. As a reaction SMILES: [CH2:21]1[CH2:22][CH2:23][NH:24][CH2:25][CH2:26]1.[CH3:27][C:28](=[O:29])[OH:30].[Cl:12][c:13]1[c:14]([CH:15]=[O:16])[cH:17][cH:18][cH:19][cH:20]1.[O:1]=[C:2]([CH2:3][C:4](=[O:5])[O:6][CH2:7][CH3:8])[CH2:9][CH2:10][CH3:11].[cH:31]1[cH:32][cH:33][cH:34][cH:35][cH:36]1>>[O:1]=[C:2]([C:3]([C:4](=[O:5])[O:6][CH2:7][CH3:8])=[CH:15][c:14]1[c:13]([Cl:12])[cH:20][cH:19][cH:18][cH:17]1)[CH2:9][CH2:10][CH3:11]. RXN SMILES: [OH:1][C@@H:2]([CH3:41])[CH2:3][CH2:4][CH:5]1[O:40][CH2:39][CH2:38][O:37][CH:6]1[CH2:7][CH2:8][CH2:9]/[CH:10]=[CH:11]/[C:12]1[CH:20]=[C:19]([O:21][CH2:22][C:23]2[CH:28]=[CH:27][CH:26]=[CH:25][CH:24]=2)[CH:18]=[C:17]([O:29][CH2:30][C:31]2[CH:36]=[CH:35][CH:34]=[CH:33][CH:32]=2)[C:13]=1[C:14]([OH:16])=[O:15].[CH:42]1C=CC=CC=1.[N+](=C)=[N-].CN(N=O)C(N)=O>C(O)(=O)C.C(OCC)C>[OH:1][C@@H:2]([CH3:41])[CH2:3][CH2:4][CH:5]1[O:40][CH2:39][CH2:38][O:37][CH:6]1[CH2:7][CH2:8][CH2:9]/[CH:10]=[CH:11]/[C:12]1[CH:20]=[C:19]([O:21][CH2:22][C:23]2[CH:24]=[CH:25][CH:26]=[CH:27][CH:28]=2)[CH:18]=[C:17]([O:29][CH2:30][C:31]2[CH:32]=[CH:33][CH:34]=[CH:35][CH:36]=2)[C:13]=1[C:14]([O:16][CH3:42])=[O:15]. Starting materials: O[C@H](CCC1C(CCC/C=C/C2=C(C(=O)O)C(=CC(=C2)OCC2=CC=CC=C2)OCC2=CC=CC=C2)OCCO1)C (2-(10(S)-hydroxy-6-ethylenedioxy-trans-undecenyl)-4,6-dibenzyloxybenzoic acid), C1=CC=CC=C1 (benzene), [N+](=[N-])=C (diazomethane), [N+](=[N-])=C (diazomethane), CN(C(=O)N)N=O (N-methylnitrosourea), [N+](=[N-])=C (diazomethane), [N+](=[N-])=C (diazomethane). Procedure details: To a suspension of 48 g. of 2-(10(S)-hydroxy-6-ethylenedioxy-trans-undecenyl)-4,6-dibenzyloxybenzoic acid in 300 ml. of benzene is added a stoichiometric excess of diazomethane in 250 ml. of diethyl ether. The diazomethane is freshly prepared from N-methylnitrosourea. The solution becomes light yellow and is stirred for 15 minutes after the addition of the diazomethane. Acetic acid is then added to the mixture to decompose the excess diazomethane, and the solvents are removed to provide 48.8 g. ... Solvent: C(C)(=O)O (Acetic acid), C(C)OCC (diethyl ether). The product is O[C@H](CCC1C(CCC/C=C/C2=C(C(=O)OC)C(=CC(=C2)OCC2=CC=CC=C2)OCC2=CC=CC=C2)OCCO1)C (methyl 2-(10(S)-hydroxy-6-ethylenedioxy-trans-undecenyl)-4,6-dibenzyloxybenzoate). Conditions: time 15 minute.